Task: describe an organic reaction: reactants, conditions, products, and yield. Dataset: the Open Reaction Database (ORD), a public repository of structured organic reaction records The reactants are B1(OB(OB(O1)C=C)C=C)C=C.C1=CC=NC=C1 (2,4,6-trivinylcyclotriboroxane-pyridine complex), [bis(diphenylphosphino)ferrocene]dichloropalladium, C([O-])([O-])=O.[K+].[K+] (potassium carbonate), O (water), ClC1=C2CNC(C2=C(C=C1OS(=O)(=O)C(F)(F)F)C=1N(C2=CC=C(C=C2C1)CN1CCCCC1)C(=O)OC(C)(C)C)=O (4-chloro-5-trifluoromethanesulfonyloxy-7-[1-(tert-butoxycarbonyl)-5-(piperidin-1-ylmethyl)indol-2-yl]isoindolinone). The solvent is C(OC)COC (dimethoxyethane). Product: ClC1=C2CNC(C2=C(C=C1C=C)C=1N(C2=CC=C(C=C2C1)CN1CCCCC1)C(=O)OC(C)(C)C)=O (4-chloro-5-vinyl-7-[1-(tert-butoxycarbonyl)-5-(piperidin-1-ylmethyl)indol-2-yl]isoindolinone). Yield: 59.8%. As a reaction SMILES: [Cl:1][C:2]1[C:10](OS(C(F)(F)F)(=O)=O)=[CH:9][C:8]([C:19]2[N:20]([C:35]([O:37][C:38]([CH3:41])([CH3:40])[CH3:39])=[O:36])[C:21]3[C:26]([CH:27]=2)=[CH:25][C:24]([CH2:28][N:29]2[CH2:34][CH2:33][CH2:32][CH2:31][CH2:30]2)=[CH:23][CH:22]=3)=[C:7]2[C:3]=1[CH2:4][NH:5][C:6]2=[O:42].B1(C=C)OB([CH:49]=[CH2:50])OB(C=C)O1.C1C=CN=CC=1.C(=O)([O-])[O-].[K+].[K+].O>C(COC)OC>[Cl:1][C:2]1[C:10]([CH:49]=[CH2:50])=[CH:9][C:8]([C:19]2[N:20]([C:35]([O:37][C:38]([CH3:39])([CH3:40])[CH3:41])=[O:36])[C:21]3[C:26]([CH:27]=2)=[CH:25][C:24]([CH2:28][N:29]2[CH2:34][CH2:33][CH2:32][CH2:31][CH2:30]2)=[CH:23][CH:22]=3)=[C:7]2[C:3]=1[CH2:4][NH:5][C:6]2=[O:42] |f:1.2,3.4.5|. Procedure: In a similar manner to Step 1 of Example 152, 4-chloro-5-trifluoromethanesulfonyloxy-7-[1-(tert-butoxycarbonyl)-5-(piperidin-1-ylmethyl)indol-2-yl]isoindolinone (70.0 mg, 0.111 mmol) was dissolved in dimethoxyethane (3.5 mL), and the solution was treated with 2,4,6-trivinylcyclotriboroxane-pyridine complex (53.6 mg, 0.222 mmol), [bis(diphenylphosphino)ferrocene]dichloropalladium (7.3 mg, 0.0090 mmol), potassium carbonate (76.7 mg, 0.355 mmol) and water (0.060 mL), followed by purification by pre...